This data is from the Open Reaction Database (ORD), a public repository of structured organic reaction records. The task is: describe an organic reaction: reactants, conditions, products, and yield Reactants: CC(C)(C)OC(=O)N1CCC(O)(c2ccccc2F)CC1, CCOC(C)=O, Cl. The product is Cl, OC1(c2ccccc2F)CCNCC1. RXN SMILES: [C:1]([O:2][C:3](=[O:4])[N:8]1[CH2:9][CH2:10][C:11]([OH:14])([c:15]2[c:16]([F:21])[cH:17][cH:18][cH:19][cH:20]2)[CH2:12][CH2:13]1)([CH3:5])([CH3:6])[CH3:7].[CH3:23][CH2:24][O:25][C:26](=[O:27])[CH3:28].[ClH:22]>>[ClH:22].[NH:8]1[CH2:9][CH2:10][C:11]([OH:14])([c:15]2[c:16]([F:21])[cH:17][cH:18][cH:19][cH:20]2)[CH2:12][CH2:13]1. The reactants are C1=CC=CC=2C3=CC=CC=C3C(C12)COC(=O)N1C[C@@H](N(CC1)S(=O)(=O)C=1SC(=CC1)C1=CC=CC=C1)C(=O)NOC1OCCCC1 ((2R)-4-(9-Fluorenylmethyloxycarbonyl)-1-(5-phenylthiophene-2-sulfonyl)-N-(2-tetrahydropyranyloxy)-2-piperazinecarboxamide). Run in N1CCCCC1 (piperidine), CN(C)C=O (DMF). Conditions: time 30 minute. Yields the product C1(=CC=CC=C1)C1=CC=C(S1)S(=O)(=O)N1[C@H](CNCC1)C(=O)NOC1OCCCC1 ((2R)-1-(5-phenylthiophene-2-sulfonyl)-N-(2-tetrahydropyranyloxy)-2-piperazinecarboxamide). Isolated yield 86.5%. As a reaction SMILES: C1C2C(COC([N:18]3[CH2:23][CH2:22][N:21]([S:24]([C:27]4[S:28][C:29]([C:32]5[CH:37]=[CH:36][CH:35]=[CH:34][CH:33]=5)=[CH:30][CH:31]=4)(=[O:26])=[O:25])[C@@H:20]([C:38]([NH:40][O:41][CH:42]4[CH2:47][CH2:46][CH2:45][CH2:44][O:43]4)=[O:39])[CH2:19]3)=O)C3C(=CC=CC=3)C=2C=CC=1>N1CCCCC1.CN(C=O)C>[C:32]1([C:29]2[S:28][C:27]([S:24]([N:21]3[CH2:22][CH2:23][NH:18][CH2:19][C@@H:20]3[C:38]([NH:40][O:41][CH:42]3[CH2:47][CH2:46][CH2:45][CH2:44][O:43]3)=[O:39])(=[O:25])=[O:26])=[CH:31][CH:30]=2)[CH:33]=[CH:34][CH:35]=[CH:36][CH:37]=1. Procedure: (2R)-4-(9-Fluorenylmethyloxycarbonyl)-1-(5-phenylthiophene-2-sulfonyl)-N-(2-tetrahydropyranyloxy)-2-piperazinecarboxamide (16.5 g) was dissolved in a solution (160 ml) of 20% piperidine in DMF at room temperature. After stirring for 30 minutes at said temperature, the solution was concentrated in vacuo. The residue was purified by SiO2 column chromatography (eluent: 1% MeOH in CHCl3, then 4% MeOH in CHCl3) to give 9.57 g of (2R)-1-(5-phenylthiophene-2-sulfonyl)-N-(2-tetrahydropyranyloxy)-2-piper... Reactants: ( G ), material B1, S(=O)(=O)(C1=CC=C(C)C=C1)Cl (TsCl), substituted 4-azaindoles, compounds A1, amine, BrC=1C=C2C(=NC1)C=CN2 (6-bromo-1H-pyrrolo[3,2-b]pyridine). The solvent is [H-].[Na+] (sodium hydride), CN(C)C=O (DMF). Yields the product BrC=1C=C2C(=NC1)C=CN2S(=O)(=O)C2=CC=C(C)C=C2 (6-bromo-1-tosyl-1H-pyrrolo[3,2-b]pyridine). Reaction SMILES: [Br:1][C:2]1[CH:3]=[C:4]2[NH:10][CH:9]=[CH:8][C:5]2=[N:6][CH:7]=1.[S:11](Cl)([C:14]1[CH:20]=[CH:19][C:17]([CH3:18])=[CH:16][CH:15]=1)(=[O:13])=[O:12]>[H-].[Na+].CN(C=O)C>[Br:1][C:2]1[CH:3]=[C:4]2[N:10]([S:11]([C:14]3[CH:20]=[CH:19][C:17]([CH3:18])=[CH:16][CH:15]=3)(=[O:13])=[O:12])[CH:9]=[CH:8][C:5]2=[N:6][CH:7]=1 |f:2.3|. Procedure: Scheme B shows a general method for preparing substituted 4-azaindoles (compounds A1 and A3) depicted in Scheme A. The method begins with the installation of an amine protecting group (G) on starting material B1, in which for example, 6-bromo-1H-pyrrolo[3,2-b]pyridine is reacted with TsCl in sodium hydride and DMF to give 6-bromo-1-tosyl-1H-pyrrolo[3,2-b]pyridine. Treatment of the resulting protected intermediate B2 with an oxidizing agent (e.g., mCPBA) gives an N-oxide intermediate B3, which un...